From a dataset of the Open Reaction Database (ORD), a public repository of structured organic reaction records. describe an organic reaction: reactants, conditions, products, and yield The reactants are C1OC23[C@]4(C)[C@@H](CC2(OCCO3)OC1)[C@@H]1C[C@@H](C3CCCC[C@]3(C)[C@H]1CC4)CNC=O (17,17-bis(ethylendioxy)-6α-formamidomethylandrostane), C(#N)[C@H]1C[C@H]2[C@@H]3CCC([C@@]3(C)CC[C@@H]2[C@]2(CCC(CC12)=O)C)=O (6α-cyanoandrostane-3,17-dione). Yields the product C(=O)NC[C@H]1C[C@H]2[C@@H]3CCC([C@@]3(C)CC[C@@H]2[C@]2(CCC(CC12)=O)C)=O (6α-Formamidomethylandrostane-3,17-dione). Yield: 92.0%. RXN SMILES: [CH2:1]1COC23OCCOC2([C@]2(CC[C@H]4[C@@H](C[C@H](CNC=O)C5[C@]4(C)CCCC5)[C@@H]2C3)C)[O:2]1.[C:32]([C@@H:34]1[CH:51]2[C@:46]([CH3:53])([CH2:47][CH2:48][C:49](=[O:52])[CH2:50]2)[C@@H:45]2[C@H:36]([C@H:37]3[C@@:41]([CH2:43][CH2:44]2)([CH3:42])[C:40](=[O:54])[CH2:39][CH2:38]3)[CH2:35]1)#[N:33]>>[CH:1]([NH:33][CH2:32][C@@H:34]1[CH:51]2[C@:46]([CH3:53])([CH2:47][CH2:48][C:49](=[O:52])[CH2:50]2)[C@@H:45]2[C@H:36]([C@H:37]3[C@@:41]([CH2:43][CH2:44]2)([CH3:42])[C:40](=[O:54])[CH2:39][CH2:38]3)[CH2:35]1)=[O:2]. Reported procedure: The title compound II-bl was prepared in 92% yield from 3,3:17,17-bis(ethylendioxy)-6α-formamidomethylandrostane by the procedure described above for the preparation of 6α-cyanoandrostane-3,17-dione (II-ac, Prepn. 3). 1H-NMR (300 MHz, DMSO, ppm from TMS): δ 7.99 (0.9H, s), 7.94 (0.9H, m), 7.88 (0.1H, d), 7.67 (0.1H, m), 3.15 (1H, m), 2.87 (1H, m), 2.40-1.00 (21H, m), 0.98 (3H, s), 0.79 (3H, s). The reactants are ClC1=CC(=C(C(=O)C=2C(=NNC2C(=O)OCC)C(F)(F)F)C=C1)N (ethyl 4-(4-chloro-2-aminobenzoyl)-3-trifluoromethyl-1H-pyrazole-5-carboxylate), OC1=NC=CC=C1 (2-hydroxypyridine). The solvent is C1(=CC=CC=C1)C (toluene). Conditions: temperature 170 celsius. Product: ClC1=CC2=C(C(C3=C(C(N2)=O)NN=C3C(F)(F)F)=O)C=C1 (7-Chloro-3-trifluoromethylpyrazolo[3,4-c][1]benzazepine-4,10(1H,9H)-dione). The yield is 39.4%. As a reaction SMILES: [Cl:1][C:2]1[CH:23]=[CH:22][C:5]([C:6]([C:8]2[C:9]([C:18]([F:21])([F:20])[F:19])=[N:10][NH:11][C:12]=2[C:13]([O:15]CC)=O)=[O:7])=[C:4]([NH2:24])[CH:3]=1.OC1C=CC=CN=1>C1(C)C=CC=CC=1>[Cl:1][C:2]1[CH:23]=[CH:22][C:5]2[C:6](=[O:7])[C:8]3[C:9]([C:18]([F:19])([F:20])[F:21])=[N:10][NH:11][C:12]=3[C:13](=[O:15])[NH:24][C:4]=2[CH:3]=1. Procedure details: To a solution of ethyl 4-(4-chloro-2-aminobenzoyl)-3-trifluoromethyl-1H-pyrazole-5-carboxylate (360 mg, 0.997 mmol) in toluene (50 mL) was added 2-hydroxypyridine (93.9 mg, 0.988 mmol). Toluene was removed by distillation and the residue was heated at 170° C. for 2 days. The flask was cooled to room temperature and dichloromethane (20 mL) was added. The insoluble material was filtered to give crude solid (284 mg). The crude material was continuously chromatographed eluting with dichloromethane (... The reactants are N#Cc1ccc(C#N)cc1, [H][H], [Ni]. Yields the product N#Cc1ccc(CN)cc1. RXN SMILES: [C:3]([c:4]1[cH:5][cH:6][c:7]([C:8]#[N:9])[cH:10][cH:11]1)#[N:12].[H:1][H:2].[Ni:13]>>[CH2:3]([c:4]1[cH:5][cH:6][c:7]([C:8]#[N:9])[cH:10][cH:11]1)[NH2:12]. Starting materials: C(C)OC(=O)C1(C(C1)C=C)NC(=O)C1C(CC(C1)OC1=NC(=NC2=CC=CC=C12)C1=CC=CC=C1)C(N(C)CCCCC=C)=O (1-{[2-(Hex-5-enyl-methyl-carbamoyl)-4-(2-phenyl-quinazolin-4-yloxy)-cyclo-pentanecarbonyl]-amino}-2-vinyl-cyclopropanecarboxylic acid ethyl ester), [Li+].[OH-] (LiOH). Run in CN(C)C=O (DMF). Run at temperature 130 celsius. The product is C(CCCC=C)N(C(=O)C1C(CC(C1)OC1=NC(=NC2=CC=CC=C12)C1=CC=CC=C1)C(=O)NC1(C(C1)C=C)C(=O)O)C (1-{[2-(Hex-5-enyl-methyl-carbamoyl)-4-(2-phenyl-quinazolin-4-yloxy)-cyclo-pentanecarbonyl]-amino}-2-vinyl-cyclopropanecarboxylic acid). Yield: 50.8%. Reaction SMILES: C([O:3][C:4]([C:6]1([NH:11][C:12]([CH:14]2[CH2:18][CH:17]([O:19][C:20]3[C:29]4[C:24](=[CH:25][CH:26]=[CH:27][CH:28]=4)[N:23]=[C:22]([C:30]4[CH:35]=[CH:34][CH:33]=[CH:32][CH:31]=4)[N:21]=3)[CH2:16][CH:15]2[C:36](=[O:45])[N:37]([CH2:39][CH2:40][CH2:41][CH2:42][CH:43]=[CH2:44])[CH3:38])=[O:13])[CH2:8][CH:7]1[CH:9]=[CH2:10])=[O:5])C.[Li+].[OH-]>CN(C=O)C>[CH2:39]([N:37]([CH3:38])[C:36]([CH:15]1[CH2:16][CH:17]([O:19][C:20]2[C:29]3[C:24](=[CH:25][CH:26]=[CH:27][CH:28]=3)[N:23]=[C:22]([C:30]3[CH:35]=[CH:34][CH:33]=[CH:32][CH:31]=3)[N:21]=2)[CH2:18][CH:14]1[C:12]([NH:11][C:6]1([C:4]([OH:5])=[O:3])[CH2:8][CH:7]1[CH:9]=[CH2:10])=[O:13])=[O:45])[CH2:40][CH2:41][CH2:42][CH:43]=[CH2:44] |f:1.2|. Procedure details: Compound 28 (0.17 g, 0.27 mmol) was dissolved in DMF (2.5 mL) and transferred to a microwave vial. LiOH (aq, 2 M, 8 mL) was added and the reaction was heated in the microwave at 130° C. for 1 h. Quenched the reaction with HCl (aq, 1M) to pH 1 and extracted with DCM (3×20 mL). Combined organic phases were washed with HCl (aq, 1M, 20 mL) and H2O (3×30 mL). Water phase was back-extracted with DCM (2×30 mL). Organic phases were dried over MgSO4, filtered and evaporated. Purified by flash chromatogra... The reactants are NC1(C(NC2=CC=C(C=C12)Cl)=O)C1=C(C=CC=C1)Cl (3-amino-5-chloro-3-(2-chlorophenyl)-1,3-dihydroindol-2-one), ClS(=O)(=O)C1=C(C=C(C(=O)OCC2=CC=CC=C2)C=C1)OC (benzyl 4-chlorosulfonyl-3-methoxybenzoate). Run in C(Cl)Cl.CCOC(=O)C (DCM AcOEt). Product: NC1(C(N(C2=CC=C(C=C12)Cl)S(=O)(=O)C1=C(C=C(C(=O)OCC2=CC=CC=C2)C=C1)OC)=O)C1=C(C=CC=C1)Cl (Benzyl 4-[3-amino-5-chloro-3-(2-chlorophenyl)-2,3-dihydro-2-oxoindol-1-yl]sulfonyl-3-methoxybenzoate). Yield: 78.7%. RXN SMILES: [NH2:1][C:2]1([C:13]2[CH:18]=[CH:17][CH:16]=[CH:15][C:14]=2[Cl:19])[C:10]2[C:5](=[CH:6][CH:7]=[C:8]([Cl:11])[CH:9]=2)[NH:4][C:3]1=[O:12].Cl[S:21]([C:24]1[CH:39]=[CH:38][C:27]([C:28]([O:30][CH2:31][C:32]2[CH:37]=[CH:36][CH:35]=[CH:34][CH:33]=2)=[O:29])=[CH:26][C:25]=1[O:40][CH3:41])(=[O:23])=[O:22]>C(Cl)Cl.CCOC(C)=O>[NH2:1][C:2]1([C:13]2[CH:18]=[CH:17][CH:16]=[CH:15][C:14]=2[Cl:19])[C:10]2[C:5](=[CH:6][CH:7]=[C:8]([Cl:11])[CH:9]=2)[N:4]([S:21]([C:24]2[CH:39]=[CH:38][C:27]([C:28]([O:30][CH2:31][C:32]3[CH:37]=[CH:36][CH:35]=[CH:34][CH:33]=3)=[O:29])=[CH:26][C:25]=2[O:40][CH3:41])(=[O:23])=[O:22])[C:3]1=[O:12] |f:2.3|. Procedure: This compound is prepared according to the procedure described in EXAMPLE 1 from 0.860 g of 3-amino-5-chloro-3-(2-chlorophenyl)-1,3-dihydroindol-2-one and 1 g of benzyl 4-chlorosulfonyl-3-methoxybenzoate. Chromatography on silica using a DCM/AcOEt mixture (99/1; v/v) as the eluent gives 1.38 g of the expected product, which is used as such in the next step. Reactants: CC(=O)O, O=C1CCC(=O)N1I, COC(=O)c1cc(F)ccc1N. The product is COC(=O)c1cc(F)cc(I)c1N. As a reaction SMILES: [CH3:21][C:22](=[O:23])[OH:24].[I:13][N:14]1[C:15](=[O:16])[CH2:17][CH2:18][C:19]1=[O:20].[NH2:1][c:2]1[c:3]([C:4](=[O:5])[O:6][CH3:7])[cH:8][c:9]([F:12])[cH:10][cH:11]1>>[NH2:1][c:2]1[c:3]([C:4](=[O:5])[O:6][CH3:7])[cH:8][c:9]([F:12])[cH:10][c:11]1[I:13]. Starting materials: IN1C(CCC1=O)=O (N-iodosuccinimide), COC(=O)C=1C(=CC=C2C=NNC12)N (6-amino-1H-indazole-7-carboxylic acid methyl ester). The solvent is C(C)#N (acetonitrile). Reaction conditions: temperature 50 celsius, time 6 hour. Yields the product COC(=O)C=1C(=C(C=C2C=NNC12)I)N (6-amino-5-iodo-1H-indazole-7-carboxylic acid methyl ester). Yield: 90.6%. As a reaction SMILES: [CH3:1][O:2][C:3]([C:5]1[C:6]([NH2:14])=[CH:7][CH:8]=[C:9]2[C:13]=1[NH:12][N:11]=[CH:10]2)=[O:4].[I:15]N1C(=O)CCC1=O>C(#N)C>[CH3:1][O:2][C:3]([C:5]1[C:6]([NH2:14])=[C:7]([I:15])[CH:8]=[C:9]2[C:13]=1[NH:12][N:11]=[CH:10]2)=[O:4]. Reported procedure: To a solution of 500 mg (2.61 mmol) of 6-amino-1H-indazole-7-carboxylic acid methyl ester, prepared as in step a in example 10, in 5 mL of acetonitrile is added 1.29 g (5.73 mmol) of N-iodosuccinimide. The reaction mixture is stirred at ambient temperature for 1 hour and at 50° C. for 6 hours. The solvent is then evaporated and the residue is suspended in water. Filtration affords 750 mg (91%) of the product as a brown solid; LC/MS:318/319 (M+H)+.